This data is from the Open Reaction Database (ORD), a public repository of structured organic reaction records. The task is: describe an organic reaction: reactants, conditions, products, and yield The reactants are C1(CCCC1)/C=C(/C(=O)O)\C=1C=NC(=CC1)SC1CC1 ((E)-3-Cyclopentyl-2-(6-cyclopropylsulfanylpyridin-3-yl)acrylic acid), NC=1SC(=CN1)C(=O)OCC (ethyl 2-aminothiazole-5-carboxylate). The product is C1(CCCC1)C=C(C(=O)NC=1SC(=CN1)C(=O)OCC)C=1C=NC(=CC1)SC1CC1 (ethyl 2-[3-cyclopentyl-2-(6-cyclopropylsulfanylpyridin-3-yl)acryloylamino]thiazole-5-carboxylate). RXN SMILES: [CH:1]1(/[CH:6]=[C:7](\[C:11]2[CH:12]=[N:13][C:14]([S:17][CH:18]3[CH2:20][CH2:19]3)=[CH:15][CH:16]=2)/[C:8]([OH:10])=O)[CH2:5][CH2:4][CH2:3][CH2:2]1.[NH2:21][C:22]1[S:23][C:24]([C:27]([O:29][CH2:30][CH3:31])=[O:28])=[CH:25][N:26]=1>>[CH:1]1([CH:6]=[C:7]([C:11]2[CH:12]=[N:13][C:14]([S:17][CH:18]3[CH2:20][CH2:19]3)=[CH:15][CH:16]=2)[C:8]([NH:21][C:22]2[S:23][C:24]([C:27]([O:29][CH2:30][CH3:31])=[O:28])=[CH:25][N:26]=2)=[O:10])[CH2:2][CH2:3][CH2:4][CH2:5]1. Procedure details: (E)-3-Cyclopentyl-2-(6-cyclopropylsulfanylpyridin-3-yl)acrylic acid (Preparation 15, 250 mg, 0.86 mmol) was condensed with ethyl 2-aminothiazole-5-carboxylate (297 mg, 1.73 mmol), using the method described in EXAMPLE 12, to furnish ethyl 2-[3-cyclopentyl-2-(6-cyclopropylsulfanylpyridin-3-yl)acryloylamino]thiazole-5-carboxylate: m/z (ES+)=444.3 [M+H]+. This ester was saponified, employing a procedure similar to that described in Step 3 of Preparation 16, to give 2-[3-cyclopentyl-2-(6-cyclopropyl...